Dataset: the Open Reaction Database (ORD), a public repository of structured organic reaction records. Task: describe an organic reaction: reactants, conditions, products, and yield Starting materials: N1=CC=CC=2NC(C3N(C21)CCC3)=O (6a,7,8,9-tetrahydropyrido[3,2-e]pyrrolo[1,2-a]pyrazin-6(5H)-one), COC1=C(CCl)C(=CC=C1)OC (2,6-dimethoxybenzyl chloride), [H][H] (hydrogen), [H-].[Na+] (sodium hydride). Run in CN(C=O)C (dimethyl formamide). The product is COC1=C(C(=CC=C1)OC)CN1C(C2N(C3=C1C=CC=N3)CCC2)=O (5-[(2,6-dimethoxyphenyl)methyl]-6a,7,8,9-tetrahydropyrido[3,2-e]pyrrolo[1,2-a]pyrazin-6(5H)-one). The yield is 89.0%. RXN SMILES: [N:1]1[C:10]2[N:9]3[CH2:11][CH2:12][CH2:13][CH:8]3[C:7](=[O:14])[NH:6][C:5]=2[CH:4]=[CH:3][CH:2]=1.[H-].[Na+].[H][H].[CH3:19][O:20][C:21]1[CH:28]=[CH:27][CH:26]=[C:25]([O:29][CH3:30])[C:22]=1[CH2:23]Cl>CN(C)C=O>[CH3:30][O:29][C:25]1[CH:26]=[CH:27][CH:28]=[C:21]([O:20][CH3:19])[C:22]=1[CH2:23][N:6]1[C:5]2[CH:4]=[CH:3][CH:2]=[N:1][C:10]=2[N:9]2[CH2:11][CH2:12][CH2:13][CH:8]2[C:7]1=[O:14] |f:1.2|. Procedure: To a stirred solution of 6a,7,8,9-tetrahydropyrido[3,2-e]pyrrolo[1,2-a]pyrazin-6(5H)-one (2.7 g. 0.01 mole) in 30 ml. of dry dimethyl formamide was added sodium hydride (0.5 g., 0.02 mole of 50% dispersion in mineral oil). When the evolution of hydrogen subsides, 2.7 g. (0.01 mole) of 2,6-dimethoxybenzyl chloride was added. The reaction mixture was stirred at room temperature for eighteen hours, and the dimethyl formamide was removed under vacuo. The residue was triturated with cold water, filte... The reactants are CN(C)CCC1=CN(C2=CC=C(C=C12)OCC1=CC=CC=C1)S(=O)(=O)C1=CC=CC=C1 (N,N-dimethyl 2-(1-benzenesulphonyl-5-benzyloxy-1H-indol-3-yl)ethylamine). The reagents and catalysts are [OH-].[Pd+2].[OH-] (palladium hydroxide), catalyst. Run in C(C)O (ethanol). Reaction conditions: time 2.5 hour. The product is CN(C)CCC1=CN(C2=CC=C(C=C12)O)S(=O)(=O)C1=CC=CC=C1 (N,N-Dimethyl 2-(1-benzenesulphonyl-5-hydroxy-1H-indol-3-yl)ethylamine). RXN SMILES: [CH3:1][N:2]([CH2:4][CH2:5][C:6]1[C:14]2[C:9](=[CH:10][CH:11]=[C:12]([O:15]CC3C=CC=CC=3)[CH:13]=2)[N:8]([S:23]([C:26]2[CH:31]=[CH:30][CH:29]=[CH:28][CH:27]=2)(=[O:25])=[O:24])[CH:7]=1)[CH3:3]>C(O)C.[OH-].[Pd+2].[OH-]>[CH3:1][N:2]([CH2:4][CH2:5][C:6]1[C:14]2[C:9](=[CH:10][CH:11]=[C:12]([OH:15])[CH:13]=2)[N:8]([S:23]([C:26]2[CH:31]=[CH:30][CH:29]=[CH:28][CH:27]=2)(=[O:24])=[O:25])[CH:7]=1)[CH3:3] |f:2.3.4|. Procedure: A solution of N,N-dimethyl 2-(1-benzenesulphonyl-5-benzyloxy-1H-indol-3-yl)ethylamine (2.25 g, 4.6 mmol) in absolute ethanol (100 ml) was hydrogenated at 40 psi over 20% palladium hydroxide (600 mg) for 4.5 h. Additional catalyst (1.6 g) was then added and hydrogenation was resumed at 45 psi for 2.5 h. The catalyst was removed by filtration, washed with a mixture of dichloromethane-methanol-ammonia (80:20:2; 3×70 ml), and the filtrate was concentrated under vacuum. The residue was purified by fl...